Dataset: the Open Reaction Database (ORD), a public repository of structured organic reaction records. Task: describe an organic reaction: reactants, conditions, products, and yield Starting materials: Grignard reagent, BrC=1C=C(C=CC1)C (3-bromotoluene), [Mg] (magnesium), N1=C2C(=NC=C1)C(=O)OC2=O (pyrazine-2,3-dicarboxylic acid anhydride), [NH4+].[Cl-] (NH4Cl). The solvent is CCOCC (ether), C1CCOC1 (THF). Conditions: time 4 hour. The product is CC=1C=C(C(=O)C=2C(=NC=CN2)C(=O)O)C=CC1 (3-(m-methylbenzoyl)-pyrazine-2-carboxylic acid). Reaction SMILES: Br[C:2]1[CH:3]=[C:4]([CH3:8])[CH:5]=[CH:6][CH:7]=1.[Mg].[N:10]1[CH:15]=[CH:14][N:13]=[C:12]2[C:16]([O:18][C:19](=[O:20])[C:11]=12)=[O:17].[NH4+].[Cl-]>CCOCC.C1COCC1>[CH3:8][C:4]1[CH:3]=[C:2]([CH:7]=[CH:6][CH:5]=1)[C:16]([C:12]1[C:11]([C:19]([OH:18])=[O:20])=[N:10][CH:15]=[CH:14][N:13]=1)=[O:17] |f:3.4|. Procedure details: The Grignard reagent from 8.5 g (50 mmol) 3-bromotoluene and 1.2 g magnesium in 50 ml ether was added dropwise at 0°-10° C. to a solution of 7.5 g (50 mmol) pyrazine-2,3-dicarboxylic acid anhydride in 100 ml THF and after completed addition, the solution that formed was stirred for 4 hours at room temperature. 500 ml cold, saturated NH4Cl solution was then added, it was extracted with ethyl acetate and the organic phase was dried, concentrated by evaporation and purified as in example 1a and 2a....